Dataset: the Open Reaction Database (ORD), a public repository of structured organic reaction records. Task: describe an organic reaction: reactants, conditions, products, and yield The reactants are NC(CC1=C(CCC2=NC(=NC=C2C(F)(F)F)NC2=CC=C(C=C2)C2CN(CC2)C(=O)OC(C)(C)C)C=CC=C1)=O (tert-butyl 3-(4-((4-(2-(2-amino-2-oxoethyl)phenethyl)-5-(trifluoromethyl)pyrimidin-2-yl)amino)phenyl)pyrrolidine-1-carboxylate), C(=O)(C(F)(F)F)O (TFA). The solvent is C1CCCCC1 (cyclohexane), C(Cl)Cl (DCM). Reaction conditions: time 30 minute. The product is N1CC(CC1)C1=CC=C(C=C1)NC1=NC=C(C(=N1)CCC1=C(C=CC=C1)CC(=O)N)C(F)(F)F (2-(2-(2-(2-((4-(Pyrrolidin-3-yl)phenyl)-amino)-5-(trifluoromethyl)pyrimidin-4-yl)ethyl)phenyl)acetamide). Reaction SMILES: [NH2:1][C:2](=[O:41])[CH2:3][C:4]1[CH:40]=[CH:39][CH:38]=[CH:37][C:5]=1[CH2:6][CH2:7][C:8]1[C:13]([C:14]([F:17])([F:16])[F:15])=[CH:12][N:11]=[C:10]([NH:18][C:19]2[CH:24]=[CH:23][C:22]([CH:25]3[CH2:29][CH2:28][N:27](C(OC(C)(C)C)=O)[CH2:26]3)=[CH:21][CH:20]=2)[N:9]=1.C(O)(C(F)(F)F)=O>C(Cl)Cl.C1CCCCC1>[NH:27]1[CH2:28][CH2:29][CH:25]([C:22]2[CH:23]=[CH:24][C:19]([NH:18][C:10]3[N:9]=[C:8]([CH2:7][CH2:6][C:5]4[CH:37]=[CH:38][CH:39]=[CH:40][C:4]=4[CH2:3][C:2]([NH2:1])=[O:41])[C:13]([C:14]([F:17])([F:15])[F:16])=[CH:12][N:11]=3)=[CH:20][CH:21]=2)[CH2:26]1. Procedure details: To a solution of tert-butyl 3-(4-((4-(2-(2-amino-2-oxoethyl)phenethyl)-5-(trifluoromethyl)pyrimidin-2-yl)amino)phenyl)pyrrolidine-1-carboxylate (I141) in DCM (20 mL) was added TFA (4.0 mL) and the reaction mixture was stirred at room temperature for 30 minutes. The solvent was removed in vacuo and the residue taken up in EtOAc (10 mL) and 2 M NaOH (10 mL). The organic layer was extracted with EtOAc (2×10 mL), and the combined layers washed with water (10 mL), brine (10 mL) and dried over MgSO4. ... The reactants are C(=O)(OC(C)(C)C)N1C=C(C2=CC=CC=C12)C1=CC(=NN1)NC1=CC=CC=C1 ([5-(N-BOC-indol-3-yl)-1H-pyrazol-3-yl]-phenyl-amine). Run in C(=O)(C(F)(F)F)O (TFA). Product: N1C=C(C2=CC=CC=C12)C1=CC(=NN1)NC1=CC=CC=C1 ([5-(1H-indol-3-yl)-1H-pyrazol-3-yl]-phenyl-amine). Isolated yield 74.5%. RXN SMILES: C([N:8]1[C:16]2[C:11](=[CH:12][CH:13]=[CH:14][CH:15]=2)[C:10]([C:17]2[NH:21][N:20]=[C:19]([NH:22][C:23]3[CH:28]=[CH:27][CH:26]=[CH:25][CH:24]=3)[CH:18]=2)=[CH:9]1)(OC(C)(C)C)=O>C(O)(C(F)(F)F)=O>[NH:8]1[C:16]2[C:11](=[CH:12][CH:13]=[CH:14][CH:15]=2)[C:10]([C:17]2[NH:21][N:20]=[C:19]([NH:22][C:23]3[CH:28]=[CH:27][CH:26]=[CH:25][CH:24]=3)[CH:18]=2)=[CH:9]1. Procedure: [5-(N-BOC-indol-3-yl)-1H-pyrazol-3-yl]-phenyl-amine (332 mg, 0.89 mmol) was stirred in 50% TFA/CH2C12 (8 mL) at r.t. for 1 h, at which point material had precipitated to a solid block. Solvents were removed in vacuo, and the solid was dissolved in EtOAc (50 mL), washed with saturated NaHCO3 (25 mL) and brine (25 mL), dried (MgSO4) and concentrated in vacIto. Purification by silica gel chromatography (50% to 70% EtOAc/hexanes) gave 182 mg (75%) of [5-(1H-indol-3-yl)-1H-pyrazol-3-yl]-phenyl-amine ... The reactants are CC12C=CC(C(C1C(=O)O)C(=O)OC)C2 (methyl-5-carbomethoxybicyclo [2.2.1]hept-2-ene-6-carboxylic acid), C(C(=C)C)(=O)OCC1CO1 (glycidyl methacrylate), C(C)(C)(C)C1=CC(=CC(=C1O)C(C)(C)C)C (2,6-di-tert.butyl-p-cresol), epoxide. The reagents and catalysts are [Cl-].C[N+](C)(C)C (tetramethylammonium chloride). Yields the product CC12C=CC(C(C1C(=O)OCC(COC(C(=C)C)=O)O)C(=O)OC)C2 (3-(Methacryloyloxy)-2-hydroxypropyl methyl-5-carbomethoxybicyclo-[2.2.1]hept-2-ene-6-carboxylate). Reaction SMILES: [CH3:1][C:2]12[CH2:15][CH:5]([CH:6]([C:11]([O:13][CH3:14])=[O:12])[CH:7]1[C:8]([OH:10])=[O:9])[CH:4]=[CH:3]2.[C:16]([O:21][CH2:22][CH:23]1[O:25][CH2:24]1)(=[O:20])[C:17]([CH3:19])=[CH2:18].C(C1C(O)=C(C(C)(C)C)C=C(C)C=1)(C)(C)C>[Cl-].C[N+](C)(C)C>[CH3:1][C:2]12[CH2:15][CH:5]([CH:6]([C:11]([O:13][CH3:14])=[O:12])[CH:7]1[C:8]([O:10][CH2:24][CH:23]([OH:25])[CH2:22][O:21][C:16](=[O:20])[C:17]([CH3:19])=[CH2:18])=[O:9])[CH:4]=[CH:3]2 |f:3.4|. Procedure: This acid ester (50 g) was heated with glycidyl methacrylate (40 g) at 100° C. in the presence of 0.27 g of tetramethylammonium chloride and 0.13 g of 2,6-di-tert.butyl-p-cresol until the epoxide content had fallen to a negligible level; the desired ester so formed was a viscous liquid. The reactants are C(C)N(CCCOC1=CC=C(C(=O)O)C=C1)CC (4-(3-diethylaminopropyloxy)benzoic acid), S(=O)(Cl)Cl (Thionyl chloride). Solvent: C(Cl)Cl (DCM). Product: C(C)N(CC)CCCOC1=CC=C(C(=O)Cl)C=C1 (4-(diethylaminopropyloxy)benzoyl chloride). As a reaction SMILES: [CH2:1]([N:3]([CH2:17][CH3:18])[CH2:4][CH2:5][CH2:6][O:7][C:8]1[CH:16]=[CH:15][C:11]([C:12](O)=[O:13])=[CH:10][CH:9]=1)[CH3:2].S(Cl)([Cl:21])=O>C(Cl)Cl>[CH2:1]([N:3]([CH2:4][CH2:5][CH2:6][O:7][C:8]1[CH:16]=[CH:15][C:11]([C:12]([Cl:21])=[O:13])=[CH:10][CH:9]=1)[CH2:17][CH3:18])[CH3:2]. Reported procedure: A solution of the compound from Example 2(ii)(6 g, 24 mmol) in DCM was stirred at 0° C. Thionyl chloride was added drop-wise and the reaction was heated at reflux for 24 hrs. The reaction was allowed to cool and the solvents removed under vacuum to afford the expected compound as a pungent crude solid. 5.9 g, 100%. The solid was used without further purification.